This data is from the Open Reaction Database (ORD), a public repository of structured organic reaction records. The task is: describe an organic reaction: reactants, conditions, products, and yield The reactants are CC(=O)OC(C)(C)CNC(=O)OC(C)(C)C, CCOC(C)=O, Cl. Product: CC(=O)OC(C)(C)CN, Cl. Reaction SMILES: [C:1]([CH3:2])(=[O:3])[O:4][C:5]([CH2:6][NH:7][C:8]([O:9][C:10]([CH3:11])([CH3:12])[CH3:13])=[O:14])([CH3:15])[CH3:16].[CH3:18][CH2:19][O:20][C:21](=[O:22])[CH3:23].[ClH:17]>>[C:1]([CH3:2])(=[O:3])[O:4][C:5]([CH2:6][NH2:7])([CH3:15])[CH3:16].[ClH:17]. Reactants: [OH-].[Li+] (lithium hydroxide), ClC1=C(C(=CC(=C1)Cl)Cl)S(=O)(=O)N(C)CCCCC(=O)OC (methyl 5-(2,4,6-trichloro-N-methylphenylsulfonamido)pentanoate). Run in O (water), C1CCOC1 (THF). Conditions: time 18 hour. Yields the product ClC1=C(C(=CC(=C1)Cl)Cl)S(=O)(=O)N(C)CCCCC(=O)O (5-(2,4,6-Trichloro-N-methylphenylsulfonamido)pentanoic acid). RXN SMILES: [OH-].[Li+].[Cl:3][C:4]1[CH:9]=[C:8]([Cl:10])[CH:7]=[C:6]([Cl:11])[C:5]=1[S:12]([N:15]([CH2:17][CH2:18][CH2:19][CH2:20][C:21]([O:23]C)=[O:22])[CH3:16])(=[O:14])=[O:13]>O.C1COCC1>[Cl:3][C:4]1[CH:9]=[C:8]([Cl:10])[CH:7]=[C:6]([Cl:11])[C:5]=1[S:12]([N:15]([CH2:17][CH2:18][CH2:19][CH2:20][C:21]([OH:23])=[O:22])[CH3:16])(=[O:13])=[O:14] |f:0.1|. Procedure details: A solution of lithium hydroxide (18.2 mg, 0.76 mmol) in water (3 ml) was added to a solution of methyl 5-(2,4,6-trichloro-N-methylphenylsulfonamido)pentanoate (178 mg, 0.45 mmol) in THF (5 ml), and stirring was carried out for 18 h at room temperature. THF was then concentrated in vacuo, water was added to the residue, and extraction with DCM (2×20 ml) was carried out. The aqueous phase was adjusted to pH 1-2 with concentrated hydrochloric acid and extracted with ethyl acetate (3×20 ml). The com... Reactants: C(C)(=O)C=1C=C2C(=NC1N(S(=O)(=O)C)C)OC(=C2C(=O)NC)C2=CC=C(C=C2)F (5-acetyl-2-(4-fluorophenyl)-N-methyl-6-(N-methylmethylsulfonamido)furo[2,3-b]pyridine-3-carboxamide), [BH4-] (borohydride). Solvent: O1CCCC1 (tetrahydrofuran). The product is FC1=CC=C(C=C1)C1=C(C=2C(=NC(=C(C2)C(C)O)N(S(=O)(=O)C)C)O1)C(=O)NC (2-(4-fluorophenyl)-5-(1-hydroxyethyl)-N-methyl-6-(N-methylmethylsulfonamido)furo[2,3-b]pyridine-3-carboxamide). Yield: 49.8%. Reaction SMILES: [C:1]([C:4]1[CH:5]=[C:6]2[C:18]([C:19]([NH:21][CH3:22])=[O:20])=[C:17]([C:23]3[CH:28]=[CH:27][C:26]([F:29])=[CH:25][CH:24]=3)[O:16][C:7]2=[N:8][C:9]=1[N:10]([CH3:15])[S:11]([CH3:14])(=[O:13])=[O:12])(=[O:3])[CH3:2].[BH4-]>O1CCCC1>[F:29][C:26]1[CH:27]=[CH:28][C:23]([C:17]2[O:16][C:7]3=[N:8][C:9]([N:10]([CH3:15])[S:11]([CH3:14])(=[O:12])=[O:13])=[C:4]([CH:1]([OH:3])[CH3:2])[CH:5]=[C:6]3[C:18]=2[C:19]([NH:21][CH3:22])=[O:20])=[CH:24][CH:25]=1. Procedure details: To 5-acetyl-2-(4-fluorophenyl)-N-methyl-6-(N-methylmethylsulfonamido)furo[2,3-b]pyridine-3-carboxamide (3 mg, 7.15 μmol) in tetrahydrofuran (0.1 ml) was added 10 mg of resin-bound borohydride (Aldrich cat#328642, 2.5 mmol BH4/g). After LCMS indicated complete conversion to product, the reaction mixture was filtered and purified by HPLC to afford the title compound (1.5 mg, 50%). MS (ESI) m/z 422.3 (M+1). NMR (400 MHz, CDCl3) δ 8.50 (s, 1H), 8.03-7.99 (m, 2H), 7.26-7.22 (m, 2H), 5.88 (br s, 1H), ... Reactants: [Si](C)(C)(C(C)(C)C)OC1=CC=C(C=C1)N(C(=O)C1=C(N(C(=C1)C1=C(C=CC(=C1)Cl)C(=O)N1CC2=CC=CC=C2C[C@H]1CN1CCOCC1)C)C)C1=C(N(C(=C1)C#N)C)C (N-[4-[tert-Butyl(dimethyl)silyl]oxyphenyl]-5-[5-chloro-2-[(3S)-3-(morpholinomethyl)-3,4-dihydro-1H-isoquinoline-2-carbonyl]phenyl]-N-(5-cyano-1,2-dimethyl-pyrrol-3-yl)-1,2-dimethyl-pyrrole-3-carboxamide), Cl (HCl). Solvent: CCOCC (ether). Product: Cl.ClC=1C=CC(=C(C1)C1=CC(=C(N1C)C)C(=O)N(C1=CC=C(C=C1)O)C1=C(N(C(=C1)C#N)C)C)C(=O)N1CC2=CC=CC=C2C[C@H]1CN1CCOCC1 (5-(5-Chloro-2-{[(3S)-3-(morpholin-4-ylmethyl)-3,4-dihydroisoquinolin-2(1H)-yl]carbonyl}phenyl)-N-(5-cyano-1,2-dimethyl-1H-pyrrol-3-yl)-N-(4-hydroxyphenyl)-1,2-dimethyl-1H-pyrrole-3-carboxamide hydrochloride). RXN SMILES: [Si]([O:8][C:9]1[CH:14]=[CH:13][C:12]([N:15]([C:51]2[CH:55]=[C:54]([C:56]#[N:57])[N:53]([CH3:58])[C:52]=2[CH3:59])[C:16]([C:18]2[CH:22]=[C:21]([C:23]3[CH:28]=[C:27]([Cl:29])[CH:26]=[CH:25][C:24]=3[C:30]([N:32]3[C@H:41]([CH2:42][N:43]4[CH2:48][CH2:47][O:46][CH2:45][CH2:44]4)[CH2:40][C:39]4[C:34](=[CH:35][CH:36]=[CH:37][CH:38]=4)[CH2:33]3)=[O:31])[N:20]([CH3:49])[C:19]=2[CH3:50])=[O:17])=[CH:11][CH:10]=1)(C(C)(C)C)(C)C.Cl>CCOCC>[ClH:29].[Cl:29][C:27]1[CH:26]=[CH:25][C:24]([C:30]([N:32]2[C@H:41]([CH2:42][N:43]3[CH2:48][CH2:47][O:46][CH2:45][CH2:44]3)[CH2:40][C:39]3[C:34](=[CH:35][CH:36]=[CH:37][CH:38]=3)[CH2:33]2)=[O:31])=[C:23]([C:21]2[N:20]([CH3:49])[C:19]([CH3:50])=[C:18]([C:16]([N:15]([C:51]3[CH:55]=[C:54]([C:56]#[N:57])[N:53]([CH3:58])[C:52]=3[CH3:59])[C:12]3[CH:13]=[CH:14][C:9]([OH:8])=[CH:10][CH:11]=3)=[O:17])[CH:22]=2)[CH:28]=1 |f:3.4|. Reported procedure: The compound of Step A is deprotected in accordance with the protocol described in Step D of Example 1. The product thereby obtained is finally subjected to a step of conversion into salt form in the presence of HCl in ether. After filtration and lyophilisation in a mixture of acetonitrile/water, the expected product is obtained. Reactants: BrC=1C=C2C(=C(C=NC2=CC1)C(=O)C1CC1)Cl ((6-bromo-4-chloroquinolin-3-yl)(cyclopropyl)methanone), NC[C@@H]1CC[C@H](CC1)N(C)C (trans-4-(aminomethyl)-N,N-dimethylcyclohexanamine). Procedure details: Following general procedure C, (6-bromo-4-chloroquinolin-3-yl)(cyclopropyl)methanone (537 mg, 1.73 mmol) was reacted with trans-4-(aminomethyl)-N,N-dimethylcyclohexanamine (595 mg, 2.60 mmol) to afford the desired product (440 mg, 59%) as a white solid: 1H NMR (300 MHz, CH3OD) δ 9.13 (s, 1H), 8.48 (d, J=2.0 Hz, 1H), 7.83 (dd, J=9.0, 2.0 Hz, 1H), 7.73 (d, J=8.9 Hz, 1H), 3.65 (d, J=6.4 Hz, 2H), 2.91-2.67 (m, 1H), 2.41-2.18 (m, 7H), 1.99 (d, J=10.1 Hz, 4H), 1.67 (d, J=3.3 Hz, 1H), 1.43-0.99 (m, 8H)... Reaction SMILES: [Br:1][C:2]1[CH:3]=[C:4]2[C:9](=[CH:10][CH:11]=1)[N:8]=[CH:7][C:6]([C:12]([CH:14]1[CH2:16][CH2:15]1)=[O:13])=[C:5]2Cl.[NH2:18][CH2:19][C@H:20]1[CH2:25][CH2:24][C@H:23]([N:26]([CH3:28])[CH3:27])[CH2:22][CH2:21]1>>[Br:1][C:2]1[CH:3]=[C:4]2[C:9](=[CH:10][CH:11]=1)[N:8]=[CH:7][C:6]([C:12]([CH:14]1[CH2:16][CH2:15]1)=[O:13])=[C:5]2[NH:18][CH2:19][C@H:20]1[CH2:25][CH2:24][C@H:23]([N:26]([CH3:28])[CH3:27])[CH2:22][CH2:21]1. Yield: 59.1%. Yields the product BrC=1C=C2C(=C(C=NC2=CC1)C(=O)C1CC1)NC[C@@H]1CC[C@H](CC1)N(C)C ((6-Bromo-4-{[trans-4-(dimethylamino)cyclohexyl]methylamino}quinolin-3-yl)(cyclopropyl)methanone). Reactants: [F-].[K+] (potassium fluoride), N1(N=CC=C1)C1=CC=C(CC=2C(=CC(=C(C(=O)OC)C2)OS(=O)(=O)C(F)(F)F)OC)C=C1 (methyl 5-(4-(1H-pyrazol-1-yl)benzyl)-4-methoxy-2-(((trifluoromethyl)sulfonyl)oxy)benzoate), C(CCC)C(=C(CCCC)CCCC)[Sn] (tributylvinyltin), [Cl-].[Li+] (lithium chloride). The reagents and catalysts are Cl[Pd]([P](C1=CC=CC=C1)(C2=CC=CC=C2)C3=CC=CC=C3)([P](C4=CC=CC=C4)(C5=CC=CC=C5)C6=CC=CC=C6)Cl (trans-dichlorobis(triphenylphosphine)palladium(II)). The solvent is CN(C)C=O (DMF). Conditions: temperature 90 celsius, time 1 hour. The product is N1(N=CC=C1)C1=CC=C(CC=2C(=CC(=C(C(=O)OC)C2)C=C)OC)C=C1 (methyl 5-(4-(1H-pyrazol-1-yl)benzyl)-4-methoxy-2-vinylbenzoate). RXN SMILES: [N:1]1([C:6]2[CH:32]=[CH:31][C:9]([CH2:10][C:11]3[C:12]([O:29][CH3:30])=[CH:13][C:14](OS(C(F)(F)F)(=O)=O)=[C:15]([CH:20]=3)[C:16]([O:18][CH3:19])=[O:17])=[CH:8][CH:7]=2)[CH:5]=[CH:4][CH:3]=[N:2]1.[CH2:33](C([Sn])=C(CCCC)CCCC)[CH2:34]CC.[Cl-].[Li+].[F-].[K+]>CN(C=O)C.Cl[Pd](Cl)([P](C1C=CC=CC=1)(C1C=CC=CC=1)C1C=CC=CC=1)[P](C1C=CC=CC=1)(C1C=CC=CC=1)C1C=CC=CC=1>[N:1]1([C:6]2[CH:7]=[CH:8][C:9]([CH2:10][C:11]3[C:12]([O:29][CH3:30])=[CH:13][C:14]([CH:33]=[CH2:34])=[C:15]([CH:20]=3)[C:16]([O:18][CH3:19])=[O:17])=[CH:31][CH:32]=2)[CH:5]=[CH:4][CH:3]=[N:2]1 |f:2.3,4.5,^1:34,59,78|. Procedure: To a solution of methyl 5-(4-(1H-pyrazol-1-yl)benzyl)-4-methoxy-2-(((trifluoromethyl)sulfonyl)oxy)benzoate (0.23 g) in DMF (4.50 mL) were added tributylvinyltin (0.22 mL), trans-dichlorobis(triphenylphosphine)palladium(II) (0.02 g) and lithium chloride (0.16 g), and the mixture was stirred at 90° C. for 1 hr under argon atmosphere. To the reaction mixture was added aqueous potassium fluoride solution, and the precipitated insoluble substance was removed by filtration through Celite. The filtrate... Reactants: [C@@H]12OC[C@@H](N(C1)CCN[C@]13[C@@H]([C@H]4CC[C@@H]5[C@]6(CC=C(C([C@@H]6CC[C@]5([C@@]4(CC1)C)C)(C)C)C1=CC[C@@H](CC1)C(=O)OCC1=CC=CC=C1)C)[C@@H](CC3)C(=C)C)C2 ((R)-benzyl 4-((1R,3aS,5aR,5bR,7aR,11aS,11bR,13aR,13bR)-3a-((2-((1S,45)-2-oxa-5-azabicyclo[2.2.1]heptan-5-yl)ethyl)amino)-5a,5b,8,8,11a-pentamethyl-1-(prop-1-en-2-yl)-2,3,3a,4,5,5a,5b,6,7,7a,8,11,11a,11b,12,13,13a,13b-octadecahydro-1H-cyclopenta[a]chrysen-9-yl)cyclohex-3-enecarboxylate), [OH-].[Li+] (lithium hydroxide). The solvent is C1CCOC1 (THF), CO (MeOH). Conditions: temperature 75 celsius. Yields the product [C@@H]12OC[C@@H](N(C1)CCN[C@]13[C@@H]([C@H]4CC[C@@H]5[C@]6(CC=C(C([C@@H]6CC[C@]5([C@@]4(CC1)C)C)(C)C)C1=CC[C@@H](CC1)C(=O)O)C)[C@@H](CC3)C(=C)C)C2 ((R)-4-((1R,3aS,5aR,5bR,7aR,11aS,11bR,13aR,13bR)-3a-((2-((1S,4S)-2-oxa-5-azabicyclo[2.2.1]heptan-5-yl)ethyl)amino)-5a,5b,8,8,11a-pentamethyl-1-(prop-1-en-2-yl)-2,3,3a,4,5,5a,5b,6,7,7a,8,11,11a,11b,12,13,13a,13b-octadecahydro-1H-cyclopenta[a]chrysen-9-yl)cyclohex-3-enecarboxylic acid). Isolated yield 75.0%. RXN SMILES: [C@H:1]12[CH2:55][C@H:4]([N:5]([CH2:7][CH2:8][NH:9][C@:10]34[CH2:51][CH2:50][C@@H:49]([C:52]([CH3:54])=[CH2:53])[C@@H:11]3[C@@H:12]3[C@@:25]([CH3:28])([CH2:26][CH2:27]4)[C@@:24]4([CH3:29])[C@@H:15]([C@:16]5([CH3:48])[C@@H:21]([CH2:22][CH2:23]4)[C:20]([CH3:31])([CH3:30])[C:19]([C:32]4[CH2:37][CH2:36][C@@H:35]([C:38]([O:40]CC6C=CC=CC=6)=[O:39])[CH2:34][CH:33]=4)=[CH:18][CH2:17]5)[CH2:14][CH2:13]3)[CH2:6]1)[CH2:3][O:2]2.[OH-].[Li+]>C1COCC1.CO>[C@H:1]12[CH2:55][C@H:4]([N:5]([CH2:7][CH2:8][NH:9][C@:10]34[CH2:51][CH2:50][C@@H:49]([C:52]([CH3:54])=[CH2:53])[C@@H:11]3[C@@H:12]3[C@@:25]([CH3:28])([CH2:26][CH2:27]4)[C@@:24]4([CH3:29])[C@@H:15]([C@:16]5([CH3:48])[C@@H:21]([CH2:22][CH2:23]4)[C:20]([CH3:31])([CH3:30])[C:19]([C:32]4[CH2:37][CH2:36][C@@H:35]([C:38]([OH:40])=[O:39])[CH2:34][CH:33]=4)=[CH:18][CH2:17]5)[CH2:14][CH2:13]3)[CH2:6]1)[CH2:3][O:2]2 |f:1.2|. Reported procedure: To a solution of (R)-benzyl 4-((1R,3aS,5aR,5bR,7aR,11aS,11bR,13aR,13bR)-3a-((2-((1S,45)-2-oxa-5-azabicyclo[2.2.1]heptan-5-yl)ethyl)amino)-5a,5b,8,8,11a-pentamethyl-1-(prop-1-en-2-yl)-2,3,3a,4,5,5a,5b,6,7,7a,8,11,11a,11b,12,13,13a,13b-octadecahydro-1H-cyclopenta[a]chrysen-9-yl)cyclohex-3-enecarboxylate (47.2 mg, 0.048 mmol) in THF (1.5 mL) and MeOH (0.5 mL) was added 1N lithium hydroxide (0.193 mL, 0.193 mmol). The reaction was stirred at 75° C. After 3 h the reaction mixture was concentrated and... Starting materials: [Al+3], O=Cc1cc(Br)ccc1OCCN1CCCC1, C1CCOC1, [Cl-], [H-], [H-], [H-], [H-], [Li+], [NH4+]. The product is OCc1cc(Br)ccc1OCCN1CCCC1. RXN SMILES: [Al+3:2].[Br:7][c:8]1[cH:9][cH:10][c:11]([O:16][CH2:17][CH2:18][N:19]2[CH2:20][CH2:21][CH2:22][CH2:23]2)[c:12]([CH:13]=[O:14])[cH:15]1.[CH2:26]1[O:27][CH2:28][CH2:29][CH2:30]1.[Cl-:24].[H-:1].[H-:4].[H-:5].[H-:6].[Li+:3].[NH4+:25]>>[Br:7][c:8]1[cH:9][cH:10][c:11]([O:16][CH2:17][CH2:18][N:19]2[CH2:20][CH2:21][CH2:22][CH2:23]2)[c:12]([CH2:13][OH:14])[cH:15]1. The reactants are CC(=O)[O-], CC(=O)[O-], COc1ccc(B(O)O)cc1, ClCCl, [Cu+2], CC(C)N1CCN(C(=O)c2ccc3[nH]c(C(=O)N4CCC(F)(F)CC4)cc3c2)CC1, c1ccncc1. Yields the product COc1ccc(-n2c(C(=O)N3CCC(F)(F)CC3)cc3cc(C(=O)N4CCN(C(C)C)CC4)ccc32)cc1. Reaction SMILES: [C:51]([O-:52])(=[O:53])[CH3:54].[C:56]([O-:57])(=[O:58])[CH3:59].[CH3:31][O:32][c:33]1[cH:34][cH:35][c:36]([B:39]([OH:40])[OH:41])[cH:37][cH:38]1.[Cl:48][CH2:49][Cl:50].[Cu+2:55].[F:1][C:2]1([F:30])[CH2:3][CH2:4][N:5]([C:8](=[O:9])[c:10]2[nH:11][c:12]3[cH:13][cH:14][c:15]([C:19](=[O:20])[N:21]4[CH2:22][CH2:23][N:24]([CH:27]([CH3:28])[CH3:29])[CH2:25][CH2:26]4)[cH:16][c:17]3[cH:18]2)[CH2:6][CH2:7]1.[cH:42]1[cH:43][cH:44][n:45][cH:46][cH:47]1>>[F:1][C:2]1([F:30])[CH2:3][CH2:4][N:5]([C:8](=[O:9])[c:10]2[n:11](-[c:36]3[cH:35][cH:34][c:33]([O:32][CH3:31])[cH:38][cH:37]3)[c:12]3[cH:13][cH:14][c:15]([C:19](=[O:20])[N:21]4[CH2:22][CH2:23][N:24]([CH:27]([CH3:28])[CH3:29])[CH2:25][CH2:26]4)[cH:16][c:17]3[cH:18]2)[CH2:6][CH2:7]1.